Dataset: the Open Reaction Database (ORD), a public repository of structured organic reaction records. Task: describe an organic reaction: reactants, conditions, products, and yield Starting materials: S(O)(O)(=O)=O (sulfuric acid), OC=1C=C(C(=O)O)C=CC1 (3-hydroxybenzoic acid), C(C)(=O)OC(C)=O (acetic anhydride). Reaction conditions: temperature 60 celsius, time 1 hour. Yields the product C(C)(=O)OC=1C=C(C(=O)O)C=CC1 (3-acetoxybenzoic acid), prisms. The yield is 67.9%. Reaction SMILES: S(=O)(=O)(O)O.[OH:6][C:7]1[CH:8]=[C:9]([CH:13]=[CH:14][CH:15]=1)[C:10]([OH:12])=[O:11].[C:16](OC(=O)C)(=[O:18])[CH3:17]>>[C:16]([O:6][C:7]1[CH:8]=[C:9]([CH:13]=[CH:14][CH:15]=1)[C:10]([OH:12])=[O:11])(=[O:18])[CH3:17]. Procedure: Concentrated sulfuric acid (0.2 ml) was added to a solution of 10.07 g (72.9 mol) of 3-hydroxybenzoic acid in 10 ml of acetic anhydride. The resulting mixture was stirred at 60° C. for 1 hour and was then allowed to stand overnight at room temperature. The resulting precipitate was collected by filtration, washed with benzene, and then dried in air. The precipitate was recrystallized from acetone-hexane, whereby 8.92 g of 3-acetoxybenzoic acid were obtained as colorless prisms (yield: 67.9%, mel... The reactants are CN1C(=CC=2CN(CCC21)S(=O)(=O)C2=CC=C(C=C2)C)C(=O)OCC (ethyl 1-methyl-5-[(4-methylphenyl)sulfonyl]-4,5,6,7-tetrahydro-1H-pyrrolo[3,2-c]pyridine-2-carboxylate), [OH-].[Na+] (NaOH). The solvent is C(C)O (ethanol). The product is CN1C(=CC=2CN(CCC21)S(=O)(=O)C2=CC=C(C=C2)C)C(=O)O (1-methyl-5-[(4-methylphenyl)sulfonyl]-4,5,6,7-tetrahydro-1H-pyrrolo[3,2-c]pyridine-2-carboxylic acid). Reaction SMILES: [CH3:1][N:2]1[C:10]2[CH2:9][CH2:8][N:7]([S:11]([C:14]3[CH:19]=[CH:18][C:17]([CH3:20])=[CH:16][CH:15]=3)(=[O:13])=[O:12])[CH2:6][C:5]=2[CH:4]=[C:3]1[C:21]([O:23]CC)=[O:22].[OH-].[Na+]>C(O)C>[CH3:1][N:2]1[C:10]2[CH2:9][CH2:8][N:7]([S:11]([C:14]3[CH:19]=[CH:18][C:17]([CH3:20])=[CH:16][CH:15]=3)(=[O:13])=[O:12])[CH2:6][C:5]=2[CH:4]=[C:3]1[C:21]([OH:23])=[O:22] |f:1.2|. Procedure: A solution ethyl 1-methyl-5-[(4-methylphenyl)sulfonyl]-4,5,6,7-tetrahydro-1H-pyrrolo[3,2-c]pyridine-2-carboxylate (1 eq) obtained from step I and NaOH (1.5 eq.) in ethanol was refluxed for 2 h Reaction mixture was concentrated under reduced pressure and neutralized to get 1-methyl-5-[(4-methylphenyl)sulfonyl]-4,5,6,7-tetrahydro-1H-pyrrolo[3,2-c]pyridine-2-carboxylic acid. Reactants: C(C)(=O)OCC (ethyl acetate), CC(=O)C (acetone), Cl.CC1=C(C=CC=C1)C(=CCOCCN1C[C@@H](CCC1)C(=O)O)C1=C(C=CC=C1)C ((R)-N-(2-(3,3-Bis(2-Methylphenyl)-2-propen-1-yloxy)ethyl)-3-piperidinecarboxylic acid hydrochloride). Reagents/catalysts: [Pd] (palladium on carbon). The solvent is CO (methanol). Yields the product Cl.CC1=C(C=CC=C1)C(CCOCCN1C[C@@H](CCC1)C(=O)O)C1=C(C=CC=C1)C ((R)-N-(2-(3,3-Bis(2-Methylphenyl)-1-propyloxy)ethyl)-3-piperidinecarboxylic acid hydrochloride). Isolated yield 66.8%. RXN SMILES: [ClH:1].[CH3:2][C:3]1[CH:8]=[CH:7][CH:6]=[CH:5][C:4]=1[C:9]([C:24]1[CH:29]=[CH:28][CH:27]=[CH:26][C:25]=1[CH3:30])=[CH:10][CH2:11][O:12][CH2:13][CH2:14][N:15]1[CH2:20][CH2:19][CH2:18][C@@H:17]([C:21]([OH:23])=[O:22])[CH2:16]1.C(OCC)(=O)C.CC(C)=O>CO.[Pd]>[ClH:1].[CH3:30][C:25]1[CH:26]=[CH:27][CH:28]=[CH:29][C:24]=1[CH:9]([C:4]1[CH:5]=[CH:6][CH:7]=[CH:8][C:3]=1[CH3:2])[CH2:10][CH2:11][O:12][CH2:13][CH2:14][N:15]1[CH2:20][CH2:19][CH2:18][C@@H:17]([C:21]([OH:23])=[O:22])[CH2:16]1 |f:0.1,6.7|. Procedure details: The acid prepared in Example 32 (1.1 g, 2.6 mmol) was dissolved in methanol (25 ml) and stirred under an atmosphere of hydrogen for 1 h at room temperature in the presence of 10% palladium on carbon catalyst (35% aqueous paste) and then filtered. The filtrate was evaporated to dryness leaving a residue which was treated with a mixture of ethyl acetate and acetone and filtered to give a solid which was recrystallised from a mixture of methanol and toluene to give 0.75 g (67%) of the title compoun... Reactants: COC(=O)c1ccccc1N, C=O, CCOC(C)=O, [H][H]. The product is CNc1ccccc1C(=O)OC. As a reaction SMILES: [C:1]([c:2]1[c:3]([NH2:4])[cH:5][cH:6][cH:7][cH:8]1)(=[O:9])[O:10][CH3:11].[CH2:12]=[O:13].[CH3:16][CH2:17][O:18][C:19](=[O:20])[CH3:21].[H:14][H:15]>>[C:1]([c:2]1[c:3]([NH:4][CH3:12])[cH:5][cH:6][cH:7][cH:8]1)(=[O:9])[O:10][CH3:11]. The reactants are C(=O)(OC)NC=1SNC2=C(N1)C=CC(=C2)OS(=O)(=O)C2=CC(=CC=C2)C(F)(F)F (3-carbomethoxyamino-7-(3-trifluoromethyl-phenylsulfonyloxy)-1H-2,1,4-benzothiadiazine), C(C)(=O)OCC (ethyl acetate), ClC1=CC(=CC=C1)C(=O)OO (m-chloroperbenzoic acid), C([O-])([O-])=O.[Na+].[Na+] (sodium carbonate). Run in O1CCOCC1 (dioxan), O (water), O1CCOCC1 (dioxan). Reaction conditions: time 15 minute. Yields the product C(=O)(OC)NC=1S(NC2=C(N1)C=CC(=C2)OS(=O)(=O)C2=CC(=CC=C2)C(F)(F)F)=O (3-carbomethoxyamino-7-(3-trifluoromethyl-phenylsulfonyloxy)-1H-2,1,4-benzothiadiazine-S-oxide). RXN SMILES: ClC1C=CC=C(C(OO)=[O:9])C=1.[C:12]([NH:16][C:17]1[S:18][NH:19][C:20]2[CH:26]=[C:25]([O:27][S:28]([C:31]3[CH:36]=[CH:35][CH:34]=[C:33]([C:37]([F:40])([F:39])[F:38])[CH:32]=3)(=[O:30])=[O:29])[CH:24]=[CH:23][C:21]=2[N:22]=1)([O:14][CH3:15])=[O:13].C(=O)([O-])[O-].[Na+].[Na+].C(OCC)(=O)C>O1CCOCC1.O>[C:12]([NH:16][C:17]1[S:18](=[O:9])[NH:19][C:20]2[CH:26]=[C:25]([O:27][S:28]([C:31]3[CH:36]=[CH:35][CH:34]=[C:33]([C:37]([F:39])([F:40])[F:38])[CH:32]=3)(=[O:30])=[O:29])[CH:24]=[CH:23][C:21]=2[N:22]=1)([O:14][CH3:15])=[O:13] |f:2.3.4|. Reported procedure: A solution of 240 mg of m-chloroperbenzoic acid in 10 ml of dioxan was introduced, while stirring, into a solution of 0.54 g of 3-carbomethoxyamino-7-(3-trifluoromethyl-phenylsulfonyloxy)-1H-2,1,4-benzothiadiazine in 50 ml of dioxan. The mixture was stirred for 15 minutes, then it was diluted with 100 ml of water, neutralized with sodium carbonate solution, and subsequently the whole was shaken with ethyl acetate. After washing out the ester extract with sodium chloride solution, the ester solut...